From a dataset of the Open Reaction Database (ORD), a public repository of structured organic reaction records. describe an organic reaction: reactants, conditions, products, and yield Reactants: Clc1ccnc(Cl)c1, Nc1ccc(O)cc1. The product is Nc1ccc(Oc2ccnc(Cl)c2)cc1. As a reaction SMILES: [Cl:9][c:10]1[n:11][cH:12][cH:13][c:14]([Cl:16])[cH:15]1.[NH2:1][c:2]1[cH:3][cH:4][c:5]([OH:6])[cH:7][cH:8]1>>[NH2:1][c:2]1[cH:3][cH:4][c:5]([O:6][c:14]2[cH:13][cH:12][n:11][c:10]([Cl:9])[cH:15]2)[cH:7][cH:8]1. Starting materials: [Si](C)(C)(C(C)(C)C)O[C@@H](CNCCCCCCCCNC(=O)C=1C=C(C=CC1)S(=O)(=O)C=1C=C2C(=C(C=NC2=C(C1)C)C(=O)N)NC1=CC(=CC=C1)OC)C1=C2C=CC(NC2=C(C=C1)O)=O ((R)-6-[[3-[[8-[[2-[(tert-Butyldimethylsilyl)oxy]-2-(8-hydroxy-2-oxo-1,2-dihydroquinolin-5-yl]ethyl]amino]octyl]carbamoyl]phenyl]sulfonyl]-4-[(3-methoxyphenyl)amino]-8-methylquinoline-3-carboxamide), COC=1C=C(C=CC1)NC1=C(C=NC2=C(C=C(C=C12)S(=O)(=O)C1=CC(=CC=C1)C(NC1=C(C=C(C=C1)C#CCCC=O)C)=O)C)C(=O)N (4-((3-methoxyphenyl)amino)-8-methyl-6-((3-((2-methyl-4-(5-oxopent-1-yn-1-yl)phenyl)carbamoyl)phenyl)sulfonyl)quinoline-3-carboxamide), C52H56N6O9SSi. Yields the product [Si](C)(C)(C(C)(C)C)O[C@@H](CNCCCC#CC1=CC(=C(C=C1)NC(=O)C=1C=C(C=CC1)S(=O)(=O)C=1C=C2C(=C(C=NC2=C(C1)C)C(=O)N)NC1=CC(=CC=C1)OC)C)C1=C2C=CC(NC2=C(C=C1)O)=O ((R)-6-((3-((4-(5-((2-((tert-butyldimethylsilyl)oxy)-2-(8-hydroxy-2-oxo-1,2-dihydroquinolin-5-yl)ethyl)amino)pent-1-yn-1-yl)-2-methylphenyl)carbamoyl)phenyl)sulfonyl)-4-((3-methoxyphenyl)amino)-8-methylquinoline-3-carboxamide). As a reaction SMILES: [Si:1]([O:8][C@H:9]([C:55]1[CH:64]=[CH:63][C:62]([OH:65])=[C:61]2[C:56]=1[CH:57]=[CH:58][C:59](=[O:66])[NH:60]2)[CH2:10][NH:11][CH2:12][CH2:13][CH2:14][CH2:15][CH2:16][CH2:17][CH2:18][CH2:19]NC(C1C=C(S(C2C=C3C(=C(C)C=2)N=CC(C(N)=O)=C3NC2C=CC=C(OC)C=2)(=O)=O)C=CC=1)=O)([C:4]([CH3:7])([CH3:6])[CH3:5])([CH3:3])[CH3:2].[CH3:67][O:68][C:69]1[CH:70]=[C:71]([NH:75][C:76]2[C:85]3[C:80](=[C:81]([CH3:111])[CH:82]=[C:83]([S:86]([C:89]4[CH:94]=[CH:93][CH:92]=[C:91]([C:95](=[O:110])[NH:96][C:97]5C=CC(C#CCCC=O)=[CH:99][C:98]=5[CH3:109])[CH:90]=4)(=[O:88])=[O:87])[CH:84]=3)[N:79]=[CH:78]C=2C(N)=O)[CH:72]=[CH:73][CH:74]=1>>[Si:1]([O:8][C@H:9]([C:55]1[CH:64]=[CH:63][C:62]([OH:65])=[C:61]2[C:56]=1[CH:57]=[CH:58][C:59](=[O:66])[NH:60]2)[CH2:10][NH:11][CH2:12][CH2:13][CH2:14][C:15]#[C:16][C:17]1[CH:18]=[CH:19][C:97]([NH:96][C:95]([C:91]2[CH:90]=[C:89]([S:86]([C:83]3[CH:84]=[C:85]4[C:80](=[C:81]([CH3:111])[CH:82]=3)[N:79]=[CH:78][C:58]([C:59]([NH2:60])=[O:66])=[C:76]4[NH:75][C:71]3[CH:72]=[CH:73][CH:74]=[C:69]([O:68][CH3:67])[CH:70]=3)(=[O:87])=[O:88])[CH:94]=[CH:93][CH:92]=2)=[O:110])=[C:98]([CH3:109])[CH:99]=1)([C:4]([CH3:7])([CH3:5])[CH3:6])([CH3:3])[CH3:2]. Procedure: The title compound was synthesized in a manner analogous to that described in Intermediate 148, using Intermediate 117 in place of Intermediate 112. ES/MS calcd. for C52H56N6O9SSi 978.4. Found m/z=979 (M+H)+. Reactants: FC(C1=C(C=O)C=CC=C1)(F)F (2-trifluoromethylbenzaldehyde), C(CC(=O)C)(=O)OCCOC (2-methoxyethyl acetoacetate), N1CCCCC1 (piperidine), C(C)(=O)O (acetic acid). Solvent: C1=CC=CC=C1 (benzene). The product is C(C)(=O)C(C(=O)OCCOC)=CC1=C(C=CC=C1)C(F)(F)F (2-methoxyethyl α-acetyl-2-trifluoromethylcinnamate). Isolated yield 70.1%. As a reaction SMILES: [F:1][C:2]([F:12])([F:11])[C:3]1[CH:10]=[CH:9][CH:8]=[CH:7][C:4]=1[CH:5]=O.[C:13]([O:19][CH2:20][CH2:21][O:22][CH3:23])(=[O:18])[CH2:14][C:15]([CH3:17])=[O:16].N1CCCCC1.C(O)(=O)C>C1C=CC=CC=1>[C:15]([C:14](=[CH:5][C:4]1[CH:7]=[CH:8][CH:9]=[CH:10][C:3]=1[C:2]([F:12])([F:11])[F:1])[C:13]([O:19][CH2:20][CH2:21][O:22][CH3:23])=[O:18])(=[O:16])[CH3:17]. Reported procedure: A mixture of 12.2 g of 2-trifluoromethylbenzaldehyde, 11.2 g of 2-methoxyethyl acetoacetate, 1 ml of piperidine, 2 ml of acetic acid and 150 ml of benzene is refluxed under the condition of azeotropic dehydration for 3.5 hours. The solvent is distilled off under reduced pressure to give red brown oil. The oil is distilled under reduced pressure to give 15.5 g of 2-methoxyethyl α-acetyl-2-trifluoromethylcinnamate, boiling at 145°-151° C./0.5 mmHg. The reactants are C(C)(=O)O (acetic acid), [H-].[Na+] (sodium hydride), C(C)(=O)C1=CSC=C1 (3-acetylthiophene), C(OC)(OC)=O (dimethyl carbonate), water ice. Product: S1C=C(C=C1)C(CC(=O)OC)=O (Methyl 3-(thien-3-yl)-3-oxopropanoate). Isolated yield 46.0%. RXN SMILES: [H-].[Na+].[C:3]([C:6]1[CH:10]=[CH:9][S:8][CH:7]=1)(=[O:5])[CH3:4].C(O)(=O)C.[C:15](=O)([O:18]C)[O:16][CH3:17]>>[S:8]1[CH:9]=[CH:10][C:6]([C:3](=[O:5])[CH2:4][C:15]([O:16][CH3:17])=[O:18])=[CH:7]1 |f:0.1|. Reported procedure: 24 g (0.6 mmol) of sodium hydride (60%) are added in portions at 0° C., over a period of 10 minutes, to 25.2 g (0.2 mmol) of 3-acetylthiophene in 600 ml of dimethyl carbonate, and then the whole is heated at reflux for 30 minutes, allowed to cool and poured into 1 liter of a water/ice mixture containing 53 ml of acetic acid. Extraction is carried out 3 times with 250 ml of ether each time. The combined organic phases are dried over magnesium sulphate. After evaporation, the residue is chromatogr... Starting materials: CC1NC(NC1)=S (4-methylimidazoline-2-thione), CI (methyl iodide), [Na] (sodium), N(O)=C(C(=O)OCC)C#N (ethyl oximinocyanoacetate), ClC1=CC=C(CN)C=C1 (4-chlorobenzylamine), orange solid. Run in CCO (EtOH), CCO (EtOH). Run at time 4 hour. The product is NC=1N(C=2N(C(C1N=O)=O)CC(N2)C)CC2=CC=C(C=C2)Cl (7-Amino-8-[(4-Chlorophenyl)Methyl]-2,3-Dihydro-2-Methyl-6-Nitrosoimidazo[1,2-a]Pyrimidin-5(8H)-One). RXN SMILES: [CH3:1][CH:2]1[CH2:6][NH:5][C:4](=S)[NH:3]1.CI.[Cl:10][C:11]1[CH:18]=[CH:17][C:14]([CH2:15][NH2:16])=[CH:13][CH:12]=1.[Na].[N:20](=[C:22]([C:28]#[N:29])[C:23](OCC)=[O:24])[OH:21]>CCO>[NH2:29][C:28]1[N:16]([CH2:15][C:14]2[CH:17]=[CH:18][C:11]([Cl:10])=[CH:12][CH:13]=2)[C:4]2[N:5]([CH2:6][CH:2]([CH3:1])[N:3]=2)[C:23](=[O:24])[C:22]=1[N:20]=[O:21] |^1:18|. Procedure details: To a stirred suspension of 4-methylimidazoline-2-thione (45.0 g., 0.387 mole; purified by water recrystallization) in ethanol (200 ml., dried over 4A molecular sieve), methyl iodide (54.9 g., 0.387 mole) was added dropwise. The reaction was stirred at room temperature for 4 hr. during which time the solid dissolved. To this solution 4-chlorobenzylamine (54.8 g., 0.387 mole) was added and the solution was heated at reflux for 16 hrs. This solution was added while hot to a solution of sodium (35.6... The reactants are Cc1cc(C)c(-c2cccc(Br)n2)c(C)c1, [Li]CCCC, CC#N, C1CCOC1. Product: Cc1cc(C)c(-c2cccc(CC#N)n2)c(C)c1. RXN SMILES: [Br:9][c:10]1[n:11][c:12](-[c:16]2[c:17]([CH3:24])[cH:18][c:19]([CH3:23])[cH:20][c:21]2[CH3:22])[cH:13][cH:14][cH:15]1.[CH2:1]([Li:2])[CH2:3][CH2:4][CH3:5].[CH3:6][C:7]#[N:8].[O:25]1[CH2:26][CH2:27][CH2:28][CH2:29]1>>[CH2:6]([C:7]#[N:8])[c:10]1[n:11][c:12](-[c:16]2[c:17]([CH3:24])[cH:18][c:19]([CH3:23])[cH:20][c:21]2[CH3:22])[cH:13][cH:14][cH:15]1.